From a dataset of the Open Reaction Database (ORD), a public repository of structured organic reaction records. describe an organic reaction: reactants, conditions, products, and yield Starting materials: C(C)(C)(C)OC(=O)N1C[C@H](CC1)N (3(S)-aminopyrrolidine-1-carboxylic acid tert-butyl ester), ClC1=C(C=CC(=C1)I)F (2-chloro-1-fluoro-4-iodobenzene), C(CO)O (ethylene glycol), P(=O)([O-])([O-])[O-].[K+].[K+].[K+] (potassium phosphate). Reagents/catalysts: [Cu]I (copper (I) iodide). Run in C(C)(C)O (isopropyl alcohol). The product is C(C)(C)(C)OC(=O)N1C[C@H](CC1)NC1=CC(=C(C=C1)F)Cl (3(S)-(3-chloro-4-fluorophenylamino)pyrrolidine-1-carboxylic acid tert-butyl ester). Yield: 62.7%. As a reaction SMILES: [C:1]([O:5][C:6]([N:8]1[CH2:12][CH2:11][C@H:10]([NH2:13])[CH2:9]1)=[O:7])([CH3:4])([CH3:3])[CH3:2].[Cl:14][C:15]1[CH:20]=[C:19](I)[CH:18]=[CH:17][C:16]=1[F:22].C(O)CO.P([O-])([O-])([O-])=O.[K+].[K+].[K+]>[Cu]I.C(O)(C)C>[C:1]([O:5][C:6]([N:8]1[CH2:12][CH2:11][C@H:10]([NH:13][C:19]2[CH:18]=[CH:17][C:16]([F:22])=[C:15]([Cl:14])[CH:20]=2)[CH2:9]1)=[O:7])([CH3:4])([CH3:2])[CH3:3] |f:3.4.5.6|. Reported procedure: To a 50 ml of isopropyl alcohol solution containing 15.0 g of 3(S)-aminopyrrolidine-1-carboxylic acid tert-butyl ester (80.5 mmol) and 24.8 g of 2-chloro-1-fluoro-4-iodobenzene (96.7 mmol) were added 1.54 g of copper (I) iodide (8.1 mmol), 9.0 ml of ethylene glycol (10.1 mmol) and 34.2 g of potassium phosphate (161 mmol), and heated under reflux under a nitrogen atmosphere for 46 hours. The reaction solution was cooled to room temperature and filtered using Celite. The substance remained in the ... The reactants are CC1=CC=2SCC(NC2N=C1C(=O)OC)=O (Methyl 7-methyl-3-oxo-3,4-dihydro-2H-pyrido[3,2-b][1,4]thiazine-6-carboxylate). Solvent: C1CCOC1 (THF). Conditions: temperature -10 celsius. Product: OCC=1C(=CC=2SCC(NC2N1)=O)C (6-(Hydroxymethyl)-7-methyl-2H-pyrido[3,2-b][1,4]thiazin-3(4H)-one). As a reaction SMILES: [CH3:1][C:2]1[C:11]([C:12](OC)=[O:13])=[N:10][C:9]2[NH:8][C:7](=[O:16])[CH2:6][S:5][C:4]=2[CH:3]=1>C1COCC1>[OH:13][CH2:12][C:11]1[C:2]([CH3:1])=[CH:3][C:4]2[S:5][CH2:6][C:7](=[O:16])[NH:8][C:9]=2[N:10]=1. Procedure: Methyl 7-methyl-3-oxo-3,4-dihydro-2H-pyrido[3,2-b][1,4]thiazine-6-carboxylate (54 mg, 0.195 mmol) was dissolved in THF (5 mL), cooled to −10° C. and treated with 1.0M LiH3BNMe2 (0.42 mL, 0.42 mmol). The reaction was maintained at −10° C. for 1 h and then quenched with 6N HCl. The reaction solution was diluted with EtOAc and water and the aqueous phase was extracted with EtOAc. The combined organic phases were dried (Na2SO4), filtered and concentrated. The crude product (30.3 mg) was used directl... The reactants are C(C1=CC=CC=C1)ON1C(C(=NC2=CC(=C(C=C12)C(F)(F)F)N1C(=NC=C1)C)NNC(=O)OCC)=O (1-benzyloxy-3-(2-ethoxycarbonylhydrazino)-6-(2-methyl-1H-imidazol-1-yl)-7-trifluoromethylquinoxalin-2(1H)-one). Reagents/catalysts: [Pd] (Pd-C). The solvent is C(C)O (ethanol), CN(C=O)C (N,N-dimethylformamide). The product is C(C)OC(=O)NNC=1C(N(C2=CC(=C(C=C2N1)N1C(=NC=C1)C)C(F)(F)F)O)=O (3-(2-Ethoxycarbonylhydrazino)-1-hydroxy-6-(2-methyl-1H-imidazol-1-yl)-7-trifluoromethylquinoxalin-2(1H)-one), crude product. As a reaction SMILES: C([O:8][N:9]1[C:18]2[C:13](=[CH:14][C:15]([N:23]3[CH:27]=[CH:26][N:25]=[C:24]3[CH3:28])=[C:16]([C:19]([F:22])([F:21])[F:20])[CH:17]=2)[N:12]=[C:11]([NH:29][NH:30][C:31]([O:33][CH2:34][CH3:35])=[O:32])[C:10]1=[O:36])C1C=CC=CC=1>C(O)C.CN(C)C=O.[Pd]>[CH2:34]([O:33][C:31]([NH:30][NH:29][C:11]1[C:10](=[O:36])[N:9]([OH:8])[C:18]2[C:13]([N:12]=1)=[CH:14][C:15]([N:23]1[CH:27]=[CH:26][N:25]=[C:24]1[CH3:28])=[C:16]([C:19]([F:20])([F:21])[F:22])[CH:17]=2)=[O:32])[CH3:35]. Procedure details: A solution of 1.4 g (~2.8 mmol) 1-benzyloxy-3-(2-ethoxycarbonylhydrazino)-6-(2-methyl-1H-imidazol-1-yl)-7-trifluoromethylquinoxalin-2(1H)-one in a mixture of 100 ml ethanol and 50 ml N,N-dimethylformamide was hydrogenated at atmospheric pressure by using 0.15 g 5% Pd-C as a catalyst. The catalyst was removed by filtration, and the filtrate was evaporated in vacuo to give the title compound as a crude product (1 g). Yields the product COC=1C=C(C=CC1OC)CC=O ((3,4-dimethoxyphenyl)acetaldehyde). Reaction conditions: time 1 hour. Solvent: C(Cl)Cl (methylene chloride). Reaction SMILES: C(SCS(C(C)C)=O)(C)C.[O:11]1CCC[CH2:12]1.[H-].[Na+].[CH3:18][O:19][C:20]1[CH:21]=[C:22]([CH:25]=[CH:26][C:27]=1[O:28][CH3:29])[CH2:23]Br>C(Cl)Cl>[CH3:18][O:19][C:20]1[CH:21]=[C:22]([CH2:23][CH:12]=[O:11])[CH:25]=[CH:26][C:27]=1[O:28][CH3:29] |f:2.3|. Starting materials: C(C)(C)SCS(=O)C(C)C (isopropyl isopropylthiomethyl sulfoxide), COC=1C=C(CBr)C=CC1OC (3,4-dimethoxybenzyl bromide), O1CCCC1 (tetrahydrofuran), [H-].[Na+] (sodium hydride). Reported procedure: 1.80 g of isopropyl isopropylthiomethyl sulfoxide was dissolved in 15 ml. of tetrahydrofuran, and under cooling with ice, 240 mg of sodium hydride was added, and the solution was stirred for one hour. 2.31 g of 3,4-dimethoxybenzyl bromide was added, and the mixture was stirred for 20 hours at room temperature, and for 3 hours at 35°C. 100 ml. of methylene chloride was added. After separating the insoluble water by filtration, the filtrate was concentrated at reduced pressure. The residue was dis... Isolated yield 35.0%.